Dataset: the Open Reaction Database (ORD), a public repository of structured organic reaction records. Task: describe an organic reaction: reactants, conditions, products, and yield Reactants: FC(C=1C=C(CN(C(C2=CN=C(C=C2C2=C(C=CC=C2)C)I)=O)C)C=C(C1)C(F)(F)F)(F)F (N-(3,5-Bis-trifluoromethyl-benzyl)-6-iodo-N-methyl-4-o-tolyl-nicotinamide), C(C)OC(=C)[Sn](CCCC)(CCCC)CCCC (1-ethoxyvinyltri-n-butyltin), [F-].[K+] (potassium fluoride on aluminum oxide). Reagents/catalysts: Cl[Pd]([P](C1=CC=CC=C1)(C2=CC=CC=C2)C3=CC=CC=C3)([P](C4=CC=CC=C4)(C5=CC=CC=C5)C6=CC=CC=C6)Cl (bis(triphenylphosphine)palladium(II) chloride). Solvent: C1(=CC=CC=C1)C (toluene). Conditions: time 15 minute. The product is FC(C=1C=C(CN(C(C2=CN=C(C=C2C2=C(C=CC=C2)C)C(=C)OCC)=O)C)C=C(C1)C(F)(F)F)(F)F (N-(3,5-Bis-trifluoromethyl-benzyl)-6-(1-ethoxy-vinyl)-N-methyl-4-o-tolyl-nicotinamide). Yield: 65.5%. As a reaction SMILES: [F:1][C:2]([F:33])([F:32])[C:3]1[CH:4]=[C:5]([CH:25]=[C:26]([C:28]([F:31])([F:30])[F:29])[CH:27]=1)[CH2:6][N:7]([CH3:24])[C:8](=[O:23])[C:9]1[C:14]([C:15]2[CH:20]=[CH:19][CH:18]=[CH:17][C:16]=2[CH3:21])=[CH:13][C:12](I)=[N:11][CH:10]=1.[CH2:34]([O:36][C:37]([Sn](CCCC)(CCCC)CCCC)=[CH2:38])[CH3:35].[F-].[K+]>C1(C)C=CC=CC=1.Cl[Pd](Cl)([P](C1C=CC=CC=1)(C1C=CC=CC=1)C1C=CC=CC=1)[P](C1C=CC=CC=1)(C1C=CC=CC=1)C1C=CC=CC=1>[F:1][C:2]([F:33])([F:32])[C:3]1[CH:4]=[C:5]([CH:25]=[C:26]([C:28]([F:31])([F:30])[F:29])[CH:27]=1)[CH2:6][N:7]([CH3:24])[C:8](=[O:23])[C:9]1[C:14]([C:15]2[CH:20]=[CH:19][CH:18]=[CH:17][C:16]=2[CH3:21])=[CH:13][C:12]([C:34]([O:36][CH2:37][CH3:38])=[CH2:35])=[N:11][CH:10]=1 |f:2.3,^1:63,82|. Procedure: A solution of 1.00 g (1.73 mmol) N-(3,5-bis-trifluoromethyl-benzyl)-6-iodo-N-methyl-4-o-tolyl-nicotinamide (Example 4) and 0.61 ml (1.8 mmol) 1-ethoxyvinyltri-n-butyltin in 5 ml toluene was deoxygenated by three freeze-thaw cycles. After addition of 61 mg (0.087 mmol) bis(triphenylphosphine)palladium(II) chloride the reaction mixture was heated at reflux for 16 h. The mixture was cooled to room temperature, treated with 500 mg (2.25 mmol) potassium fluoride on aluminum oxide (5.5 mmol fluoride/g... Reactants: Cc1ccc(C=O)o1, CC(C)(C)O, CC=C(C)C, [O-][Cl+][O-], Cl, [Na+], [Na+], O, O=P([O-])(O)O. The product is Cc1ccc(C(=O)O)o1. Reaction SMILES: [CH3:1][c:2]1[cH:3][cH:4][c:5]([CH:7]=[O:8])[o:6]1.[CH3:25][C:26]([OH:27])([CH3:28])[CH3:29].[CH3:9][C:10](=[CH:11][CH3:12])[CH3:13].[Cl+:20]([O-:21])[O-:22].[ClH:24].[Na+:14].[Na+:23].[OH2:30].[OH:15][P:16](=[O:17])([O-:18])[OH:19]>>[CH3:1][c:2]1[cH:3][cH:4][c:5]([C:7](=[O:8])[OH:15])[o:6]1. Reactants: ClC=1N=NC=C(C1Cl)Cl (3,4,5-trichloropyridazine), C(C)N(C(C)C)C(C)C (N-ethyl-N-isopropylpropan-2-amine), N1CC(C1)C(=O)NC1=CC=C(C=C1)S(=O)(=O)C1CCN(CC1)C(=O)OC(C)(C)C (tert-butyl 4-(4-(azetidine-3-carboxamido)phenylsulfonyl)piperidine-1-carboxylate). The solvent is CN(C=O)C (N,N-dimethylformamide), CN(C=O)C (N,N-dimethylformamide), O (water). Reaction conditions: time 8 hour. The product is ClC=1C(=CN=NC1Cl)N1CC(C1)C(=O)NC1=CC=C(C=C1)S(=O)(=O)C1CCN(CC1)C(=O)OC(C)(C)C (tert-butyl 4-((4-(1-(5,6-dichloropyridazin-4-yl)azetidine-3-carboxamido)phenyl)sulfonyl)piperidine-1-carboxylate). Reaction SMILES: [Cl:1][C:2]1[N:3]=[N:4][CH:5]=[C:6](Cl)[C:7]=1[Cl:8].C(N(C(C)C)C(C)C)C.[NH:19]1[CH2:22][CH:21]([C:23]([NH:25][C:26]2[CH:31]=[CH:30][C:29]([S:32]([CH:35]3[CH2:40][CH2:39][N:38]([C:41]([O:43][C:44]([CH3:47])([CH3:46])[CH3:45])=[O:42])[CH2:37][CH2:36]3)(=[O:34])=[O:33])=[CH:28][CH:27]=2)=[O:24])[CH2:20]1>CN(C)C=O.O>[Cl:8][C:7]1[C:6]([N:19]2[CH2:22][CH:21]([C:23]([NH:25][C:26]3[CH:27]=[CH:28][C:29]([S:32]([CH:35]4[CH2:36][CH2:37][N:38]([C:41]([O:43][C:44]([CH3:47])([CH3:46])[CH3:45])=[O:42])[CH2:39][CH2:40]4)(=[O:34])=[O:33])=[CH:30][CH:31]=3)=[O:24])[CH2:20]2)=[CH:5][N:4]=[N:3][C:2]=1[Cl:1]. Reported procedure: To 3,4,5-trichloropyridazine (1.624 g, 8.85 mmol) and N-ethyl-N-isopropylpropan-2-amine (2.289 g, 17.71 mmol) in 50 mL N,N-dimethylformamide at 0° C. was added tert-butyl 4-(4-(azetidine-3-carboxamido)phenylsulfonyl)piperidine-1-carboxylate (2.5 g, 5.90 mmol) in 10 ml N,N-dimethylformamide, dropwise. The reaction mixture was stirred from 0° C. to room temperature overnight, diluted with water and extracted with ethyl acetate. The organic layer was dried with magnesium sulfate, filtered, concentr... Reaction SMILES: N[C:2]1[CH:17]=[CH:16][C:5]2[N:6]([CH:12]3[CH2:15][CH2:14][CH2:13]3)[CH:7]=[N:8][S:9](=[O:11])(=[O:10])[C:4]=2[CH:3]=1.N([O-])=O.[Na+].O.[ClH:23]>>[Cl:23][C:2]1[CH:17]=[CH:16][C:5]2[N:6]([CH:12]3[CH2:15][CH2:14][CH2:13]3)[CH:7]=[N:8][S:9](=[O:11])(=[O:10])[C:4]=2[CH:3]=1 |f:1.2|. Reactants: Cu2Cl2, Cl (HCl), O (water), NC1=CC2=C(N(C=NS2(=O)=O)C2CCC2)C=C1 (7-amino-4-cyclobutyl-4H-1,2,4-benzothiadiazine 1,1-dioxide), Cl (HCl), N(=O)[O-].[Na+] (NaNO2). The product is ClC1=CC2=C(N(C=NS2(=O)=O)C2CCC2)C=C1 (7-chloro-4-cyclobutyl-4H-1,2,4-benzothiadiazine 1,1-dioxide). Reaction conditions: time 30 minute. Procedure details: A solution of 7-amino-4-cyclobutyl-4H-1,2,4-benzothiadiazine 1,1-dioxide prepared in the Step above (3.48 g) in 6N HCl (40 mL) is cooled on an ice bath and then an aqueous solution of NaNO2 (2 g in 15 mL) is added dropwise. The solution obtained is added gradually to a solution of the Cu2Cl2 in concentrated HCl (30 mL). After stirring for 30 minutes at ambient temperature, water (150 mL) is added to the reaction mixture and the precipitate obtained is collected by filtration, washed with water a...